The task is: describe an organic reaction: reactants, conditions, products, and yield. This data is from the Open Reaction Database (ORD), a public repository of structured organic reaction records. The solvent is C1CCOC1 (THF), C1CCOC1 (THF). Reported procedure: 700 ml of a 1 M BH3 solution in THF (0.7 mol) are metered in the course of one hour at 40–50° C. into a solution of 144 g (0.7 mol) of methyl 4-cyano-2-nitrobenzoate in 250 ml of THF and the mixture is subsequently refluxed for a further 1.5 hours. The reaction mixture is then treated with 600 ml of methanol saturated with hydrogen chloride gas, with ice-cooling, and refluxed for one hour. The mixture is concentrated completely under atmospheric pressure and reevaporated with 700 ml of methanol.... Product: [Cl-].[N+](=O)([O-])C=1C=C(C[NH3+])C=CC1C(=O)OC (3-Nitro-4-methoxycarbonylbenzylammonium chloride). The reactants are CO (methanol), Cl (hydrogen chloride), C(#N)C1=CC(=C(C(=O)OC)C=C1)[N+](=O)[O-] (methyl 4-cyano-2-nitrobenzoate). RXN SMILES: [C:1]([C:3]1[CH:12]=[CH:11][C:6]([C:7]([O:9][CH3:10])=[O:8])=[C:5]([N+:13]([O-:15])=[O:14])[CH:4]=1)#[N:2].CO.[ClH:18]>C1COCC1>[Cl-:18].[N+:13]([C:5]1[CH:4]=[C:3]([CH:12]=[CH:11][C:6]=1[C:7]([O:9][CH3:10])=[O:8])[CH2:1][NH3+:2])([O-:15])=[O:14] |f:4.5|. Starting materials: C([O-])([O-])=O.[Na+].[Na+] (sodium carbonate), OO (hydrogen peroxide), CN1C(C2(C=3C(=CC=CC13)C#N)COC1=CC3=C(OCCO3)C=C12)=O (1′-methyl-2′-oxo-1,2,2′,3-tetrahydrospiro[furo[2,3-g][1,4]benzodioxine-8,3′-indole]-4′-carbonitrile). Solvent: C(C)O (ethanol). The product is CN1C(C2(C=3C(=CC=CC13)C(=O)N)COC1=CC3=C(OCCO3)C=C12)=O (1′-methyl-2′-oxo-1′,2,2′,3-tetrahydrospiro[furo[2,3-g][1,4]benzodioxine-8,3′-indole]-4′-carboxamide). Isolated yield 33.0%. As a reaction SMILES: [CH3:1][N:2]1[C:10]2[CH:9]=[CH:8][CH:7]=[C:6]([C:11]#[N:12])[C:5]=2[C:4]2([C:24]3[C:15](=[CH:16][C:17]4[O:22][CH2:21][CH2:20][O:19][C:18]=4[CH:23]=3)[O:14][CH2:13]2)[C:3]1=[O:25].C(=O)([O-])[O-:27].[Na+].[Na+].OO>C(O)C>[CH3:1][N:2]1[C:10]2[CH:9]=[CH:8][CH:7]=[C:6]([C:11]([NH2:12])=[O:27])[C:5]=2[C:4]2([C:24]3[C:15](=[CH:16][C:17]4[O:22][CH2:21][CH2:20][O:19][C:18]=4[CH:23]=3)[O:14][CH2:13]2)[C:3]1=[O:25] |f:1.2.3|. Procedure: To a suspension of 1′-methyl-2′-oxo-1,2,2′,3-tetrahydrospiro[furo[2,3-g][1,4]benzodioxine-8,3′-indole]-4′-carbonitrile (0.25 g, 0.75 mmol) in ethanol (30 mL) was added saturated aqueous sodium carbonate (3 mL) and 30% w/w aqueous hydrogen peroxide (3 mL). The reaction mixture was heated at reflux for 3 h, allowed to cool to ambient temperature and concentrated in vacuo. The residue was triturated in water to afford 1′-methyl-2′-oxo-1′,2,2′,3-tetrahydrospiro[furo[2,3-g][1,4]benzodioxine-8,3′-indo... Starting materials: CN1CCN(c2ccc(Oc3ncc4ccc5c(C(N)=O)nn(C)c5c4n3)c(C#N)c2)CC1, [CH3], O=C(O)C(F)(F)F. The product is CN1CCN(c2ccc(Oc3ncc4ccc5c(C(N)=O)nn(C)c5c4n3)cc2)CC1. Reaction SMILES: [C:8](#[N:9])[c:10]1[c:11]([O:12][c:13]2[n:14][c:15]3[c:16]4[c:17]([cH:18][cH:19][c:20]3[cH:21][n:22]2)[c:23]([C:27](=[O:28])[NH2:29])[n:24][n:25]4[CH3:26])[cH:30][cH:31][c:32]([N:34]2[CH2:35][CH2:36][N:37]([CH3:40])[CH2:38][CH2:39]2)[cH:33]1.[CH3:41].[F:1][C:2]([F:3])([F:4])[C:5]([OH:6])=[O:7]>>[cH:10]1[c:11]([O:12][c:13]2[n:14][c:15]3[c:16]4[c:17]([cH:18][cH:19][c:20]3[cH:21][n:22]2)[c:23]([C:27](=[O:28])[NH2:29])[n:24][n:25]4[CH3:26])[cH:30][cH:31][c:32]([N:34]2[CH2:35][CH2:36][N:37]([CH3:40])[CH2:38][CH2:39]2)[cH:33]1. The reactants are C1(=CC=CC=C1)C1OC2=CC=C(C=C2CC1)OC1=NC=C(C(=O)N)C=C1 (6-(2-Phenylchroman-6-yloxy) nicotinamide), B.C1CCOC1 (borane THF), Cl (HCl). Run in C1CCOC1 (THF). Yields the product Cl.C1(=CC=CC=C1)C1OC2=CC=C(C=C2CC1)OC1=CC=C(C=N1)CN (C-[6-(2-Phenylchroman-6-yloxy)pyridin-3-yl]methylamine hydrochloride), C1(=CC=CC=C1)C1OC2=CC=C(C=C2CC1)OC1=CC=C(C=N1)CN (C-[6-(2-phenylchroman-6-yloxy)pyridin-3-yl]methylamine). As a reaction SMILES: [C:1]1([CH:7]2[CH2:16][CH2:15][C:14]3[C:9](=[CH:10][CH:11]=[C:12]([O:17][C:18]4[CH:26]=[CH:25][C:21]([C:22]([NH2:24])=O)=[CH:20][N:19]=4)[CH:13]=3)[O:8]2)[CH:6]=[CH:5][CH:4]=[CH:3][CH:2]=1.B.C1COCC1.[ClH:33]>C1COCC1>[ClH:33].[C:1]1([CH:7]2[CH2:16][CH2:15][C:14]3[C:9](=[CH:10][CH:11]=[C:12]([O:17][C:18]4[N:19]=[CH:20][C:21]([CH2:22][NH2:24])=[CH:25][CH:26]=4)[CH:13]=3)[O:8]2)[CH:2]=[CH:3][CH:4]=[CH:5][CH:6]=1.[C:1]1([CH:7]2[CH2:16][CH2:15][C:14]3[C:9](=[CH:10][CH:11]=[C:12]([O:17][C:18]4[N:19]=[CH:20][C:21]([CH2:22][NH2:24])=[CH:25][CH:26]=4)[CH:13]=3)[O:8]2)[CH:2]=[CH:3][CH:4]=[CH:5][CH:6]=1 |f:1.2,5.6|. Procedure details: Into a solution of 6-(2-Phenylchroman-6-yloxy) nicotinamide (100 mg) in dry THF (2.0 ml) was added dropwise a solution of borane-THF complex (0.6 ml, 1.0 M in THF). The resulting mixture was refluxed for 4 hours. After cooling to the room temperature 3 M HCl solution was added and THE was evaporated in vacuum. The mixture was made alkaline with 50% NaOH-solution and extracted with ethyl acetate and dried. The hydrochloride of C-[6-(2-phenylchroman-6-yloxy)pyridin-3-yl]methylamine was obtained vi... The reactants are Cc1ccc(-c2c(NS(=O)(=O)c3ccc(C(C)(C)C)cc3)ncnc2OCCOc2ccc([N+](=O)[O-])cn2)cc1, C, CC(C)O, C1CCOC1, [Pd]. The product is Cc1ccc(-c2c(NS(=O)(=O)c3ccc(C(C)(C)C)cc3)ncnc2OCCOc2ccc(N)cn2)cc1. As a reaction SMILES: [C:1]([CH3:2])([CH3:3])([CH3:4])[c:5]1[cH:6][cH:7][c:8]([S:11](=[O:12])(=[O:13])[NH:14][c:15]2[n:16][cH:17][n:18][c:19]([O:28][CH2:29][CH2:30][O:31][c:32]3[n:33][cH:34][c:35]([N+:38]([O-:39])=[O:40])[cH:36][cH:37]3)[c:20]2-[c:21]2[cH:22][cH:23][c:24]([CH3:27])[cH:25][cH:26]2)[cH:9][cH:10]1.[C:50].[CH:46]([OH:47])([CH3:48])[CH3:49].[O:41]1[CH2:42][CH2:43][CH2:44][CH2:45]1.[Pd:51]>>[C:1]([CH3:2])([CH3:3])([CH3:4])[c:5]1[cH:6][cH:7][c:8]([S:11](=[O:12])(=[O:13])[NH:14][c:15]2[n:16][cH:17][n:18][c:19]([O:28][CH2:29][CH2:30][O:31][c:32]3[n:33][cH:34][c:35]([NH2:38])[cH:36][cH:37]3)[c:20]2-[c:21]2[cH:22][cH:23][c:24]([CH3:27])[cH:25][cH:26]2)[cH:9][cH:10]1. Starting materials: ethyl-ester, CC1(C2=C(C(=CC=C2)P(C3=CC=CC=C3)C4=CC=CC=C4)OC5=C(C=CC=C51)P(C6=CC=CC=C6)C7=CC=CC=C7)C (xantphos), C([O-])([O-])=O.[Cs+].[Cs+] (cesium carbonate), ClC1=NC=C(C(=C1)N)C(F)(F)F (2-chloro-5-(trifluoromethyl)pyridin-4-amine), BrC1=C(N=CS1)C(=O)NC (5-bromo-N-methylthiazole-4-carboxamide). Reagents/catalysts: C=1C=CC(=CC1)/C=C/C(=O)/C=C/C2=CC=CC=C2.C=1C=CC(=CC1)/C=C/C(=O)/C=C/C2=CC=CC=C2.C=1C=CC(=CC1)/C=C/C(=O)/C=C/C2=CC=CC=C2.[Pd].[Pd] (Pd2(dba)3). The solvent is O1CCOCC1 (dioxane). Reaction conditions: temperature 140 celsius. Product: ClC1=NC=C(C(=C1)NC1=C(N=CS1)C(=O)NC)C(F)(F)F (5-(2-chloro-5-(trifluoromethyl)pyridin-4-ylamino)-N-methylthiazole-4-carboxamide). As a reaction SMILES: [Cl:1][C:2]1[CH:7]=[C:6]([NH2:8])[C:5]([C:9]([F:12])([F:11])[F:10])=[CH:4][N:3]=1.Br[C:14]1[S:18][CH:17]=[N:16][C:15]=1[C:19]([NH:21][CH3:22])=[O:20].CC1(C)C2C(=C(P(C3C=CC=CC=3)C3C=CC=CC=3)C=CC=2)OC2C(P(C3C=CC=CC=3)C3C=CC=CC=3)=CC=CC1=2.C(=O)([O-])[O-].[Cs+].[Cs+]>O1CCOCC1.C1C=CC(/C=C/C(/C=C/C2C=CC=CC=2)=O)=CC=1.C1C=CC(/C=C/C(/C=C/C2C=CC=CC=2)=O)=CC=1.C1C=CC(/C=C/C(/C=C/C2C=CC=CC=2)=O)=CC=1.[Pd].[Pd]>[Cl:1][C:2]1[CH:7]=[C:6]([NH:8][C:14]2[S:18][CH:17]=[N:16][C:15]=2[C:19]([NH:21][CH3:22])=[O:20])[C:5]([C:9]([F:10])([F:11])[F:12])=[CH:4][N:3]=1 |f:3.4.5,7.8.9.10.11|. Reported procedure: A mixture of 2-chloro-5-(trifluoromethyl)pyridin-4-amine (41 mg, 0.21 mmol) and 5-bromo-N-methylthiazole-4-carboxamide (54 mg, 0.24 mmol; synthesized from the corresponding ethyl-ester), Pd2(dba)3 (19 mg, 0.021 mmol), xantphos (37 mg, 0.064 mmol) and cesium carbonate (138 mg, 0.42 mmol) in dioxane (3.5 ml) were heated in a Biotage Initiator microwave synthesizer at 140° C. for 2 h. The solvent was removed and the residue was purified by silica gel chromatography (DCM/MeOH gradient) to give the t... Reactants: NC=1SC=C(N1)C1=CC=C(C#N)C=C1 (4-(2-amino-thiazol-4-yl)-benzonitrile), C(C)(=O)O (acetic acid), C(C)(=O)O[BH-](OC(C)=O)OC(C)=O.[Na+] (sodium triacetoxyborohydride), C(CC(C)C)=O (isovaleraldehyde). The solvent is ClCCCl (1,2-dichloroethane). Run at time 16 hour. The product is CC(CCNC=1SC=C(N1)C1=CC=C(C#N)C=C1)C (4-[2-(3-Methyl-butylamino)-thiazol-4-yl]-benzonitrile). The yield is 67.0%. RXN SMILES: [NH2:1][C:2]1[S:3][CH:4]=[C:5]([C:7]2[CH:14]=[CH:13][C:10]([C:11]#[N:12])=[CH:9][CH:8]=2)[N:6]=1.C(O[BH-](OC(=O)C)OC(=O)C)(=O)C.[Na+].[CH:29](=O)[CH2:30][CH:31]([CH3:33])[CH3:32].C(O)(=O)C>ClCCCl>[CH3:32][CH:31]([CH3:33])[CH2:30][CH2:29][NH:1][C:2]1[S:3][CH:4]=[C:5]([C:7]2[CH:8]=[CH:9][C:10]([C:11]#[N:12])=[CH:13][CH:14]=2)[N:6]=1 |f:1.2|. Procedure details: Slurry 4-(2-amino-thiazol-4-yl)-benzonitrile (2.0 g, 9.9 mmol), sodium triacetoxyborohydride (6.3 g, 29.7 mmol), isovaleraldehyde (1.7 g, 19.8 mmol) and acetic acid (3.6 mL) in 1,2-dichloroethane (100 mL) at room temperature under a nitrogen atmosphere. Stir the mixture for 16 h at room temperature. Quench the reaction with saturated aqueous NaHCO3 (75 mL, pH to 7.0-7.5). Extract the mixture twice with DCM (100 mL) and concentrate in vacuo. Purify the crude mixture by chromatography on silica ge... The reactants are [Cl-].C(CCC)[N+]1=CN(C=C1)C (1-butyl-3-methylimidazolium chloride), CS(=O)(=O)O (methanesulfonic acid), CS(=O)(=O)O (CH3SO3H), Cl (HCl), O1CCOCC1 (1,4-dioxane). Run in O.O1CCOCC1 (water dioxane). Product: CS(=O)(=O)[O-].C(CCC)[N+]1=CN(C=C1)C (1-butyl-3-methylimidazolium methylsulfonate). Reaction SMILES: [Cl-].[CH2:2]([N+:6]1[CH:10]=[CH:9][N:8]([CH3:11])[CH:7]=1)[CH2:3][CH2:4][CH3:5].[CH3:12][S:13]([OH:16])(=[O:15])=[O:14].O1CCOCC1.Cl>O.O1CCOCC1>[CH3:12][S:13]([O-:16])(=[O:15])=[O:14].[CH2:2]([N+:6]1[CH:10]=[CH:9][N:8]([CH3:11])[CH:7]=1)[CH2:3][CH2:4][CH3:5] |f:0.1,5.6,7.8|. Procedure: Analogously to Example 1, 26.5 g (0.152 mol) of 1-butyl-3-methylimidazolium chloride are reacted with 21.4 g of approx. 70% aqueous methanesulfonic acid, CH3SO3H. 100 ml of 1,4-dioxane are subsequently added, and 107 ml of HCl-containing water/dioxane azeotrope are distilled off at atmospheric pressure (85-101° C.). After 18 additional azeotropic distillations with 100 ml of 1,4-dioxane each time and drying of the distillation residue under reduced pressure at 1.3 Pa and 80° C., 1-butyl-3-methyl... Reported procedure: Compound 173 was synthesized using spiro[naphtho[1,2-b][1,4]oxathiine-2,4′-piperidine]-5,6-dione, 2-[(2-methylphenoxy)methyl]oxirane and conditions outlined in procedure X. LCMS: 466 [M+H]; Rt=1.05 min. Reactants: N1CCC2(CC1)CSC1=C(O2)C2=CC=CC=C2C(C1=O)=O (spiro[naphtho[1,2-b][1,4]oxathiine-2,4′-piperidine]-5,6-dione), CC1=C(OCC2OC2)C=CC=C1 (2-[(2-methylphenoxy)methyl]oxirane). Reaction SMILES: [NH:1]1[CH2:6][CH2:5][C:4]2([O:11][C:10]3[C:12]4[C:17]([C:18](=[O:21])[C:19](=[O:20])[C:9]=3[S:8][CH2:7]2)=[CH:16][CH:15]=[CH:14][CH:13]=4)[CH2:3][CH2:2]1.[CH3:22][C:23]1[CH:33]=[CH:32][CH:31]=[CH:30][C:24]=1[O:25][CH2:26][CH:27]1[CH2:29][O:28]1>>[OH:28][CH:27]([CH2:26][O:25][C:24]1[CH:30]=[CH:31][CH:32]=[CH:33][C:23]=1[CH3:22])[CH2:29][N:1]1[CH2:2][CH2:3][C:4]2([O:11][C:10]3[C:12]4[C:17]([C:18](=[O:21])[C:19](=[O:20])[C:9]=3[S:8][CH2:7]2)=[CH:16][CH:15]=[CH:14][CH:13]=4)[CH2:5][CH2:6]1. Product: OC(CN1CCC2(CC1)CSC1=C(O2)C2=CC=CC=C2C(C1=O)=O)COC1=C(C=CC=C1)C (1′-[2-hydroxy-3-(2-methylphenoxy)propyl]spiro[naphtho[1,2-b][1,4]oxathiine-2,4′-piperidine]-5,6-dione). Reactants: ClC1=NC(=C(C(=O)NC2=CC(=C(C=C2)Cl)NC(C2=CC=C(C=C2)F)=O)C=C1)C (6-chloro-N-(4-chloro-3-(4-fluorobenzamido)phenyl)-2-methylnicotinamide), C[C@@H]1N[C@@H](CNC1)C (cis-2,6-dimethylpiperazine). The product is CC1=C(C(=O)N)C=CC=N1 (2-methylnicotinamide). RXN SMILES: Cl[C:2]1[CH:27]=[CH:26][C:5]([C:6]([NH:8]C2C=CC(Cl)=C(NC(=O)C3C=CC(F)=CC=3)C=2)=[O:7])=[C:4]([CH3:28])[N:3]=1.C[C@H]1CNC[C@@H](C)N1>>[CH3:28][C:4]1[N:3]=[CH:2][CH:27]=[CH:26][C:5]=1[C:6]([NH2:8])=[O:7]. Procedure: 6-chloro-N-(4-chloro-3-(4-fluorobenzamido)phenyl)-2-methylnicotinamide (0.15 mmol) was used in general procedure 3 with cis-2,6-dimethylpiperazine (0.77 mmol). The product was purified by RP-HPLC to give N-(4-fluorobenzamido)phenyl))-6-(3S-,5R)-3-5-dimethylpiperazine-1-yl)-2-methylnicotinamide. MS (Q1) 496.0 (M)+